From a dataset of the Open Reaction Database (ORD), a public repository of structured organic reaction records. describe an organic reaction: reactants, conditions, products, and yield Starting materials: ClC=1C=CC2=C(C(=[N+](CC(=N2)C(=NOC)[N+](=O)[O-])[O-])C2=C(C=CC=C2)F)C1 (7-chloro-5-(2-fluorophenyl)-N-methoxy-α-nitro-3H-1,4-benzodiazepine-2-methanimine 4-oxide), C(C)O (ethanol), [BH4-].[Na+] (sodium borohydride). Solvent: O1CCCC1 (tetrahydrofuran). Reaction conditions: time 1 hour. Product: ClC=1C=CC2=C(C(=[N+](CC(N2)C=NOC)[O-])C2=C(C=CC=C2)F)C1 (7-chloro-5-(2-fluorophenyl)-2,3-dihydro-N-methoxy-1H-1,4-benzodiazepine-2-methanimine 4-oxide). As a reaction SMILES: [Cl:1][C:2]1[CH:3]=[CH:4][C:5]2[N:11]=[C:10]([C:12]([N+]([O-])=O)=[N:13][O:14][CH3:15])[CH2:9][N+:8]([O-:19])=[C:7]([C:20]3[CH:25]=[CH:24][CH:23]=[CH:22][C:21]=3[F:26])[C:6]=2[CH:27]=1.C(O)C.[BH4-].[Na+]>O1CCCC1>[Cl:1][C:2]1[CH:3]=[CH:4][C:5]2[NH:11][CH:10]([CH:12]=[N:13][O:14][CH3:15])[CH2:9][N+:8]([O-:19])=[C:7]([C:20]3[CH:25]=[CH:24][CH:23]=[CH:22][C:21]=3[F:26])[C:6]=2[CH:27]=1 |f:2.3|. Procedure: A mixture of 0.5 g of 7-chloro-5-(2-fluorophenyl)-N-methoxy-α-nitro-3H-1,4-benzodiazepine-2-methanimine 4-oxide, 10 ml of ethanol, 5 ml of tetrahydrofuran and 0.4 g of sodium borohydride was stirred at ambient temperature for 1 hr. After partitioning between methylene chloride and aqueous sodium bicarbonate solution, the organic phase was dried and evaporated. Chromatography of the residue over 7 g of silica gel yielded 7-chloro-5-(2-fluorophenyl)-2,3-dihydro-N-methoxy-1H-1,4-benzodiazepine-2-me... Starting materials: C(CCCCCCC)OC=1C=C(C(=CC1)C1=CC=CC=C1)C(=O)O (4-n-octoxybiphenylcarboxylic acid), C(CCCCC)OC1=CC=C(C=C1)O (4-n-hexyloxyphenol), CC(CCCOC1=CC=C(C=C1)O)CCC (4-(4'-methylheptyloxy)phenol), CC(CCCOC=1C=C(C(=CC1)C1=CC=CC=C1)C(=O)O)CCCC (4-(4'-methyloctoxy) biphenylcarboxylic acid). The product is C(CCCCC)OC1=CC=C(C=C1)OC(=O)C=1C(=CC=C(C1)OCCC[C@H](CCCC)C)C1=CC=CC=C1 ((S)-4-(4'-methyloctoxy)biphenylcarboxylic acid 4-n-hexyloxyphenyl ester). RXN SMILES: [CH2:1]([O:9][C:10]1[CH:11]=[C:12](C(O)=O)[C:13](C2C=CC=CC=2)=[CH:14][CH:15]=1)[CH2:2][CH2:3][CH2:4][CH2:5][CH2:6]CC.CC(CCC)CCCOC1C=CC(O)=CC=1.[CH3:41][CH:42]([CH2:62][CH2:63][CH2:64][CH3:65])[CH2:43][CH2:44][CH2:45][O:46][C:47]1[CH:48]=[C:49]([C:59]([OH:61])=[O:60])[C:50]([C:53]2[CH:58]=[CH:57][CH:56]=[CH:55][CH:54]=2)=[CH:51][CH:52]=1.C(OC1C=CC(O)=CC=1)CCCCC>>[CH2:1]([O:9][C:10]1[CH:15]=[CH:14][C:13]([O:60][C:59]([C:49]2[C:50]([C:53]3[CH:58]=[CH:57][CH:56]=[CH:55][CH:54]=3)=[CH:51][CH:52]=[C:47]([O:46][CH2:45][CH2:44][CH2:43][C@@H:42]([CH3:41])[CH2:62][CH2:63][CH2:64][CH3:65])[CH:48]=2)=[O:61])=[CH:12][CH:11]=1)[CH2:2][CH2:3][CH2:4][CH2:5][CH3:6]. Procedure details: The procedure of Example 1 was followed except that the 4-n-octoxybiphenylcarboxylic acid and 4-(4'-methylheptyloxy)phenol were replaced by 4-(4'-methyloctoxy) biphenylcarboxylic acid and 4-n-hexyloxyphenol and the title compound was obtained. The product is C[C@@]12[C@H](NCCO1)CC=1C3=C2C=CC=C3NC1 (Trans-4,6,6a,8,9,10a-hexahydro-10a-methyl-7H-indolo[3,4-gh][1.4]benzoxazine). RXN SMILES: [H-].[Al+3].[Li+].[H-].[H-].[H-].[CH3:7][C@@:8]12[C:18]3[C:19](S(C4C(C(C)C)=CC(C(C)C)=CC=4C(C)C)(=O)=O)=[CH:20][CH:21]=[C:22]4[NH:23][CH:24]=[C:16]([C:17]=34)[CH2:15][C@H:9]1[NH:10][C:11](=O)[CH2:12][O:13]2>C1COCC1>[CH3:7][C@@:8]12[C:18]3[CH:19]=[CH:20][CH:21]=[C:22]4[NH:23][CH:24]=[C:16]([C:17]=34)[CH2:15][C@H:9]1[NH:10][CH2:11][CH2:12][O:13]2 |f:0.1.2.3.4.5|. Procedure: Lithium aluminum hydride (5 equivalents) was allowed to react with a THF solution (20 ml) of trans-4,6,6a,8,9,10a-hexahydro-10a-methyl-1-(2,4,6-triisopropylphenylsulfonyl)-7H-indolo[3,4-gh][1.4]benzoxazin-8-one (1.2 g, 2.36 mmol). The residue thus obtained was subjected to a silica gel column chromatography, eluting with ethyl acetate, to afford 100 mg (15%) of the title compound. Starting materials: C[C@@]12[C@H](NC(CO1)=O)CC=1C3=C2C(=CC=C3NC1)S(=O)(=O)C1=C(C=C(C=C1C(C)C)C(C)C)C(C)C (trans-4,6,6a,8,9,10a-hexahydro-10a-methyl-1-(2,4,6-triisopropylphenylsulfonyl)-7H-indolo[3,4-gh][1.4]benzoxazin-8-one), [H-].[Al+3].[Li+].[H-].[H-].[H-] (Lithium aluminum hydride). The yield is 18.6%. The solvent is C1CCOC1 (THF). The reactants are NC=1C=NC=CC1 (3-aminopyridine), OCC#N (hydroxyacetonitrile). Solvent: O (water). Run at time 1.5 hour. Product: NCCNC=1C=NC=CC1 (3-(2-aminoethylamino)pyridine). Isolated yield 81.7%. As a reaction SMILES: [NH2:1][C:2]1[CH:3]=[N:4][CH:5]=[CH:6][CH:7]=1.O[CH2:9][C:10]#[N:11]>O>[NH2:11][CH2:10][CH2:9][NH:1][C:2]1[CH:3]=[N:4][CH:5]=[CH:6][CH:7]=1. Reported procedure: 3-aminopyridine(1.88 g) and hydroxyacetonitrile(2.49 g) were refluxed in water(20 ml) with stirring for 1.5 hours and then the reaction mixture was extracted with ethyl acetate. The extract was dried over sodium sulfate anhydride and then concentrated under a vacuum. The solution of the residue in tetrahydrofuran(30 ml) was dropped into the suspension of lithium aluminium hydride(1.13 g) in tetrahydrofuran (40 ml) while being cooled with ice and the mixture was stirred at room temperature for 30... The reactants are ClC1=CC(=C(C=C1)N)B1OC(C(O1)(C)C)(C)C (4-chloro-2-(4,4,5,5-tetramethyl-1,3,2-dioxaborolan-2-yl)benzenamine), [O-]P(=O)([O-])[O-].[K+].[K+].[K+] (K3PO4), ClC1=NC=NC(=C1)Cl (4,6-dichloropyrimidine), C1(=CC=CC=C1)[As](C1=CC=CC=C1)C1=CC=CC=C1 (triphenylarsine). The reagents and catalysts are Cl[Pd]([P](C1=CC=CC=C1)(C2=CC=CC=C2)C3=CC=CC=C3)([P](C4=CC=CC=C4)(C5=CC=CC=C5)C6=CC=CC=C6)Cl (Pd(PPh3)2Cl2). The solvent is O1CCOCC1 (dioxane), O (water). Reaction conditions: temperature 75 celsius, time 3 hour. Product: ClC1=CC(=C(N)C=C1)C1=NC=NC(=C1)Cl (4-chloro-2-(6-chloropyrimidin-4-yl)aniline). As a reaction SMILES: [Cl:1][C:2]1[CH:7]=[CH:6][C:5]([NH2:8])=[C:4](B2OC(C)(C)C(C)(C)O2)[CH:3]=1.[Cl:18][C:19]1[CH:24]=[C:23](Cl)[N:22]=[CH:21][N:20]=1.C1([As](C2C=CC=CC=2)C2C=CC=CC=2)C=CC=CC=1.[O-]P([O-])([O-])=O.[K+].[K+].[K+]>O1CCOCC1.O.Cl[Pd](Cl)([P](C1C=CC=CC=1)(C1C=CC=CC=1)C1C=CC=CC=1)[P](C1C=CC=CC=1)(C1C=CC=CC=1)C1C=CC=CC=1>[Cl:1][C:2]1[CH:7]=[CH:6][C:5]([NH2:8])=[C:4]([C:23]2[CH:24]=[C:19]([Cl:18])[N:20]=[CH:21][N:22]=2)[CH:3]=1 |f:3.4.5.6,^1:62,81|. Procedure details: Into a 250-mL round bottom flask, was placed a solution of 4-chloro-2-(4,4,5,5-tetramethyl-1,3,2-dioxaborolan-2-yl)benzenamine (3 g, 11.83 mmol, 1.00 equiv) in dioxane (120 mL), water (20 mL), 4,6-dichloropyrimidine (4.4 g, 29.53 mmol, 2.50 equiv), triphenylarsine (360 mg, 1.18 mmol, 0.10 equiv), K3PO4 (3.8 g, 17.90 mmol, 1.50 equiv), Pd(PPh3)2Cl2 (390 mg, 0.56 mmol, 0.05 equiv). The resulting solution was stirred for 3 h at 75° C. in an oil bath. The resulting mixture was concentrated under vac... Reactants: BrC1=CC(=CC2=C1OC1=C2C=2C(NC(C2C(=C1)C1=C(C=CC=C1)Cl)=O)=O)OC (7-Bromo-4-(2-chlorophenyl)-9-methoxy-1H-[1]benzofuro[3,2-e]isoindole-1,3(2H)-dione), B(Br)(Br)Br (BBr3). Yields the product BrC1=CC(=CC2=C1OC1=C2C=2C(NC(C2C(=C1)C1=C(C=CC=C1)Cl)=O)=O)O (7-Bromo-4-(2-chlorophenyl)-9-hydroxy-1H-[1]benzofuro[3,2-e]isoindole-1,3(2H)-dione). The yield is 98.0%. RXN SMILES: [Br:1][C:2]1[C:7]2[O:8][C:9]3[CH:17]=[C:16]([C:18]4[CH:23]=[CH:22][CH:21]=[CH:20][C:19]=4[Cl:24])[C:15]4[C:14](=[O:25])[NH:13][C:12](=[O:26])[C:11]=4[C:10]=3[C:6]=2[CH:5]=[C:4]([O:27]C)[CH:3]=1.B(Br)(Br)Br>>[Br:1][C:2]1[C:7]2[O:8][C:9]3[CH:17]=[C:16]([C:18]4[CH:23]=[CH:22][CH:21]=[CH:20][C:19]=4[Cl:24])[C:15]4[C:14](=[O:25])[NH:13][C:12](=[O:26])[C:11]=4[C:10]=3[C:6]=2[CH:5]=[C:4]([OH:27])[CH:3]=1. Reported procedure: Demethylation of (861) prepared as described in example 442 with BBr3 using the procedure described in example 80 gave (862) (98%) which was used without further purification. 1H NMR δ [(CD3)2SO] 8.04 (d, J=2.3 Hz, 1H), 7.91 (s, 1H), 7.56 (d, J=8 Hz, 1H), 7.45 (m, 3H), 7.2 (d, J=2.5 Hz, 1H). MH−:443.9, 441.9, 439.9. Procedure: To 1.06 g. (0.005 mole) of 3,5-di(4-pyridyl)-1,2,4-triazole in 100 ml. of tetrahydrofuran is added 57% sodium hydride in mineral oil (0.21 g., 0.005 mole). The reaction mixture is heated at reflux for 1/2 hour, cooled and a solution of benzenesulfonyl chloride (0.88 g., 0.005 mole) is added. The reaction mixture is heated at reflux for 1/2 hour, cooled, filtered and concentrated to a solid. After recrystallization from acetonitrile 0.4 g. of 1-benzenesulfonyl-3,5-di(4-pyridyl)-1,2,4-triazole mel... Run in O1CCCC1 (tetrahydrofuran). The product is C1(=CC=CC=C1)S(=O)(=O)N1N=C(N=C1C1=CC=NC=C1)C1=CC=NC=C1 (1-benzenesulfonyl-3,5-di(4-pyridyl)-1,2,4-triazole). As a reaction SMILES: [N:1]1[CH:6]=[CH:5][C:4]([C:7]2[N:11]=[C:10]([C:12]3[CH:17]=[CH:16][N:15]=[CH:14][CH:13]=3)[NH:9][N:8]=2)=[CH:3][CH:2]=1.[H-].[Na+].[C:20]1([S:26](Cl)(=[O:28])=[O:27])[CH:25]=[CH:24][CH:23]=[CH:22][CH:21]=1>O1CCCC1>[C:20]1([S:26]([N:8]2[C:7]([C:4]3[CH:5]=[CH:6][N:1]=[CH:2][CH:3]=3)=[N:11][C:10]([C:12]3[CH:17]=[CH:16][N:15]=[CH:14][CH:13]=3)=[N:9]2)(=[O:28])=[O:27])[CH:25]=[CH:24][CH:23]=[CH:22][CH:21]=1 |f:1.2|. The reactants are N1=CC=C(C=C1)C1=NNC(=N1)C1=CC=NC=C1 (3,5-di(4-pyridyl)-1,2,4-triazole), [H-].[Na+] (sodium hydride), C1(=CC=CC=C1)S(=O)(=O)Cl (benzenesulfonyl chloride).